From a dataset of the Open Reaction Database (ORD), a public repository of structured organic reaction records. describe an organic reaction: reactants, conditions, products, and yield Yields the product C(C)OC(C(C(=O)OCC)(CC1=CC=CC2=CC=CC=C12)CC=CC1=CC=CC=C1)=O (2-cinnamyl-2-(1-naphthylmethyl)malonic acid diethyl ester). The yield is 76.9%. Procedure details: To a solution of 1.50 g of 2-(1-naphthylmethyl)malonic acid diethyl ester in 20 ml of 1,2-dimethoxyethane was added 0.3 g of a 50% sodium hydride (suspension in oil) under cooling, and then the mixture was stirred for 1 hour. To the mixture was added 1.18 g of cinnamyl bromide, and the mixture was heated under reflux for 5 hours. After cooling, water was added to the reaction mixture, and the mixture was extracted with diethyl ether. The ethereal layer was washed with a saturated sodium chloride... As a reaction SMILES: [CH2:1]([O:3][C:4](=[O:22])[CH:5]([CH2:11][C:12]1[C:21]2[C:16](=[CH:17][CH:18]=[CH:19][CH:20]=2)[CH:15]=[CH:14][CH:13]=1)[C:6]([O:8][CH2:9][CH3:10])=[O:7])[CH3:2].[H-].[Na+].[CH2:25](Br)[CH:26]=[CH:27][C:28]1[CH:33]=[CH:32][CH:31]=[CH:30][CH:29]=1.O>COCCOC>[CH2:9]([O:8][C:6](=[O:7])[C:5]([CH2:25][CH:26]=[CH:27][C:28]1[CH:33]=[CH:32][CH:31]=[CH:30][CH:29]=1)([CH2:11][C:12]1[C:21]2[C:16](=[CH:17][CH:18]=[CH:19][CH:20]=2)[CH:15]=[CH:14][CH:13]=1)[C:4]([O:3][CH2:1][CH3:2])=[O:22])[CH3:10] |f:1.2|. Starting materials: C(C)OC(C(C(=O)OCC)CC1=CC=CC2=CC=CC=C12)=O (2-(1-naphthylmethyl)malonic acid diethyl ester), [H-].[Na+] (sodium hydride), O (water), C(C=CC1=CC=CC=C1)Br (cinnamyl bromide). Reaction conditions: time 1 hour. Solvent: COCCOC (1,2-dimethoxyethane). Starting materials: OC=1C=C(C=CC1)NC(=S)N (3-hydroxyphenylthiourea), BrCC(C)=O (bromoacetone). Solvent: CN(C)C=O (DMF). Yields the product CC=1N=C(SC1)NC=1C=C(C=CC1)O (3-(4-Methylthiazol-2-ylamino)phenol). Yield: 61.0%. RXN SMILES: [OH:1][C:2]1[CH:3]=[C:4]([NH:8][C:9]([NH2:11])=[S:10])[CH:5]=[CH:6][CH:7]=1.Br[CH2:13][C:14](=O)[CH3:15]>CN(C=O)C>[CH3:15][C:14]1[N:11]=[C:9]([NH:8][C:4]2[CH:3]=[C:2]([OH:1])[CH:7]=[CH:6][CH:5]=2)[S:10][CH:13]=1. Reported procedure: Following the general procedure for the synthesis of derivatives 6 and 7, a solution of 3-hydroxyphenylthiourea (100 mg, 0.59 mmol) and bromoacetone (98 mg, 0.71 mmol) in dry DMF (2.4 mL) was heated at 60° C. for 6 h. The title compound was obtained after purification by flash chromatography on silica gel (hexane:EtOAc 6/4) in 61% yield (74 mg).